describe an organic reaction: reactants, conditions, products, and yield From a dataset of the Open Reaction Database (ORD), a public repository of structured organic reaction records. Starting materials: C1CCOC1, [Li+], CC(c1ccc(Br)cc1)C(N=[N+]=[N-])C(=O)N1C(=O)OCC1c1ccccc1, [OH-], O, OO. Product: CC(c1ccc(Br)cc1)C(N=[N+]=[N-])C(=O)O. RXN SMILES: [CH2:33]1[O:34][CH2:35][CH2:36][CH2:37]1.[Li+:31].[N:1](=[N+:2]=[N-:3])[CH:4]([C:5](=[O:6])[N:7]1[CH:8]([c:9]2[cH:10][cH:11][cH:12][cH:13][cH:14]2)[CH2:15][O:16][C:17]1=[O:18])[CH:19]([CH3:20])[c:21]1[cH:22][cH:23][c:24]([Br:27])[cH:25][cH:26]1.[OH-:32].[OH2:28].[OH:29][OH:30]>>[N:1](=[N+:2]=[N-:3])[CH:4]([C:5]([OH:6])=[O:28])[CH:19]([CH3:20])[c:21]1[cH:22][cH:23][c:24]([Br:27])[cH:25][cH:26]1. Starting materials: OC(=O)C(F)(F)F.COC(C(C1=CC=CC=C1)NC(=O)NC1=CC2=C(C=N1)C(=NN2)NCC)=O ([3-(3-Ethylamino-1H-pyrazolo[4,3-c]pyridin-6-yl)-ureido]-phenyl-acetic acid methyl ester TFA salt), C[Mg]Br (methyl magnesium bromide). Solvent: C1CCOC1 (THF). Run at time 10 hour. Product: C(C)NC1=NNC2=C1C=NC(=C2)NC(=O)NC(C(C)(C)O)C2=CC=CC=C2 (1-(3-Ethylamino-1H-pyrazolo[4,3-c]pyridin-6-yl)-3-(2-hydroxy-2-methyl-1-phenyl-propyl)-urea). Reaction SMILES: O[C:2]([C:4](F)(F)F)=[O:3].COC(=O)[CH:11]([NH:18][C:19]([NH:21][C:22]1[N:27]=[CH:26][C:25]2[C:28]([NH:31][CH2:32][CH3:33])=[N:29][NH:30][C:24]=2[CH:23]=1)=[O:20])[C:12]1[CH:17]=[CH:16][CH:15]=[CH:14][CH:13]=1.[CH3:35][Mg]Br>C1COCC1>[CH2:32]([NH:31][C:28]1[C:25]2[CH:26]=[N:27][C:22]([NH:21][C:19]([NH:18][CH:11]([C:12]3[CH:13]=[CH:14][CH:15]=[CH:16][CH:17]=3)[C:2]([OH:3])([CH3:4])[CH3:35])=[O:20])=[CH:23][C:24]=2[NH:30][N:29]=1)[CH3:33] |f:0.1|. Procedure: To the solution of (S)-methyl 2-(3-(3-((tert-butoxycarbonyl)(ethyl)amino)-1-trityl-1H-pyrazolo[4,3-c]pyridin-6-yl)ureido)-2-phenylacetate (0.078 g, 0.109 mmol) in anhydrous CH2Cl2 (1 mL) was added TFA (imp followed by Et3SiH (2 drops). The resultant mixture was stirred at ambient temperature. After 2 h of stirring, solvent was removed under reduced pressure, the residue (TFA salt) thus obtained was triturated in diethyl ether to afford the compound which was taken as such for next step. At 0° C.... Reactants: O=C(C(=O)OCC)C=C (ethyl 2-oxo-3-butenoate), CNC (dimethylamine). Run in CCOCC (ether), CCOCC (ether). Reaction conditions: time 1 day. The product is CN(C)CCC(C(=O)OCC)=O (Ethyl 4-(N,N-Dimethylamino)-2-oxobutanoate). RXN SMILES: [O:1]=[C:2]([CH:8]=[CH2:9])[C:3]([O:5][CH2:6][CH3:7])=[O:4].[CH3:10][NH:11][CH3:12]>CCOCC>[CH3:10][N:11]([CH2:9][CH2:8][C:2](=[O:1])[C:3]([O:5][CH2:6][CH3:7])=[O:4])[CH3:12]. Reported procedure: To a stirred solution of 12.8 g (0.10 mole) of ethyl 2-oxo-3-butenoate in 200 ml of anhydrous ether under a nitrogen atmosphere (in an ice bath) is added over about 1 hr. a cold solution of 4.5 g (0.10 mole) of dimethylamine in 200 ml of anhydrous ether. The reaction is stirred at 0° for several hours, and then at 20°-25° for one day. The solvent is removed, and the resulting crude product is purified by flash chromatography on silica gel using chloroform/methanol as eluant. The solvent is CO (MeOH). As a reaction SMILES: [C:1]([CH2:4][CH2:5][CH2:6][C:7]([O:9][CH2:10]C)=[O:8])(=[O:3])[CH3:2].[Br:12]Br>CO>[Br:12][CH2:2][C:1](=[O:3])[CH2:4][CH2:5][CH2:6][C:7]([O:9][CH3:10])=[O:8]. The reactants are C(C)(=O)CCCC(=O)OCC (Ethyl 4-acetylbutyrate), BrBr (Bromine). Product: BrCC(CCCC(=O)OC)=O (methyl 6-bromo-5-oxohexanoate). Reaction conditions: temperature 0 celsius, time 18 hour. Reported procedure: Ethyl 4-acetylbutyrate was dissolved in MeOH (0.5M) and cooled to 0° C. Bromine (1.0 eq) was added dropwise and the mixture was stirred at room temperature for 18 hrs. The solvent was removed in vacuo and the residue was dissolved in ether, washed with water, saturated sodium bicarbonate, brine, dried over sodium sulfate. The solvent was removed in vacuo and the residue was purified by flash chromatograpy (7% EtOAc/Hexanes). EI-MS m/z 224 (M+H)+. The reactants are C/C(=C/C(=O)O[C@H]1C[C@@](O[C@@H](C1)CCCCC)([C@H]1N(C(SC1)=O)CC1=CC=C(C=C1)OC)OC)/CCCC ((Z)-((2R,4R,6R)-2-methoxy-2-((R)-3-(4-methoxybenzyl)-2-oxothiazolidin-4-yl)-6-pentyl-tetrahydro-2H-pyran-4-yl) 3-methylhept-2-enoate), CO[C@]1(O[C@@H]2CCC\C=C/CC\C(=C/C(O[C@@H](C1)C2)=O)\C)[C@H]2N(C(SC2)=O)CC2=CC=C(C=C2)OC ((R)-4-((1R,4Z,8Z,13R,15R)-15-methoxy-5-methyl-3-oxo-2,14-dioxa-bicyclo[11.3.1]heptadeca-4,8-dien-15-yl)-3-(4-methoxybenzyl)thiazolidin-2-one). The product is C/C(=C/C(=O)O[C@H]1C[C@@](O[C@@H](C1)CCCCC)([C@H]1NC(SC1)=O)O)/CCCC ((Z)-((2R,4R,6R)-2-Hydroxy-2-((R)-2-oxothiazolidin-4-yl)-6-pentyl-tetrahydro-2H-pyran-4-yl) 3-Methylhept-2-enoate). RXN SMILES: [CH3:1]/[C:2](/[CH2:35][CH2:36][CH2:37][CH3:38])=[CH:3]/[C:4]([O:6][C@@H:7]1[CH2:12][C@@H:11]([CH2:13][CH2:14][CH2:15][CH2:16][CH3:17])[O:10][C@@:9]([O:33]C)([C@@H:18]2[CH2:22][S:21][C:20](=[O:23])[N:19]2CC2C=CC(OC)=CC=2)[CH2:8]1)=[O:5].CO[C@]1([C@@H]2CSC(=O)N2CC2C=CC(OC)=CC=2)C[C@H]2C[C@@H](CCCC=CCCC(C)=CC(=O)O2)O1>>[CH3:1]/[C:2](/[CH2:35][CH2:36][CH2:37][CH3:38])=[CH:3]/[C:4]([O:6][C@@H:7]1[CH2:12][C@@H:11]([CH2:13][CH2:14][CH2:15][CH2:16][CH3:17])[O:10][C@@:9]([OH:33])([C@@H:18]2[CH2:22][S:21][C:20](=[O:23])[NH:19]2)[CH2:8]1)=[O:5]. Procedure: Application of the method shown in Example 46, with the modification that (Z)-((2R,4R,6R)-2-methoxy-2-((R)-3-(4-methoxybenzyl)-2-oxothiazolidin-4-yl)-6-pentyl-tetrahydro-2H-pyran-4-yl) 3-methylhept-2-enoate is substituted for (R)-4-((1R,4Z,8Z,13R,15R)-15-methoxy-5-methyl-3-oxo-2,14-dioxa-bicyclo[11.3.1]heptadeca-4,8-dien-15-yl)-3-(4-methoxybenzyl)thiazolidin-2-one, affords the title compound. Starting materials: Cl.BrC=1C=C2C(=NC=NC2=CC1)NC1=CC(=C(C=C1)F)Cl (6-bromo-4-(3-chloro-4-fluoroanilino)quinazoline hydrochloride salt), O1CCN(CC1)CCC1=CC=C(S1)B(OC(C)C)OC(C)C (di-isopropyl 5-(2-morpholinoethyl)thien-2-ylboronate). Product: ClC=1C=C(NC2=NC=NC3=CC=C(C=C23)C=2SC(=CC2)CCN2CCOCC2)C=CC1F (4-(3-chloro-4-fluoroanilino)-6-[5-(2-morpholinoethyl)thien-2-yl]quinazoline). Isolated yield 27.0%. RXN SMILES: Cl.Br[C:3]1[CH:4]=[C:5]2[C:10](=[CH:11][CH:12]=1)[N:9]=[CH:8][N:7]=[C:6]2[NH:13][C:14]1[CH:19]=[CH:18][C:17]([F:20])=[C:16]([Cl:21])[CH:15]=1.[O:22]1[CH2:27][CH2:26][N:25]([CH2:28][CH2:29][C:30]2[S:34][C:33](B(OC(C)C)OC(C)C)=[CH:32][CH:31]=2)[CH2:24][CH2:23]1>>[Cl:21][C:16]1[CH:15]=[C:14]([CH:19]=[CH:18][C:17]=1[F:20])[NH:13][C:6]1[C:5]2[C:10](=[CH:11][CH:12]=[C:3]([C:33]3[S:34][C:30]([CH2:29][CH2:28][N:25]4[CH2:26][CH2:27][O:22][CH2:23][CH2:24]4)=[CH:31][CH:32]=3)[CH:4]=2)[N:9]=[CH:8][N:7]=1 |f:0.1|. Procedure: Using an analogous procedure to that described in Example 5 except that the reaction mixture was heated to reflux for 4 hours, 6-bromo-4-(3-chloro-4-fluoroanilino)quinazoline hydrochloride salt was reacted with di-isopropyl 5-(2-morpholinoethyl)thien-2-ylboronate. The reaction mixture was cooled to ambient temperature and partitioned between methylene chloride and water. The organic phase was washed with brine, dried (MgSO4) and evaporated. The residue was triturated under a mixture of hexane an... Reactants: [N+](=O)([O-])C=1C=C(C=CC1)C(CC1=CC=NC=C1)=O (1-(3-nitro-phenyl)-2-pyridin-4-yl-ethanone), C([O-])([O-])=O.[K+].[K+] (potassium carbonate), BrCBr (dibromomethane), C(=S)=S (carbon disulfide). Solvent: CS(=O)C (DMSO), O (water). Run at time 1 hour. The product is S1C(SC1)=C(C(=O)C1=CC(=CC=C1)[N+](=O)[O-])C1=CC=NC=C1 (2-[1,3]-dithietan-2-ylidene-1-(3-nitro-phenyl)-2-pyridin-4-yl-ethanone). Isolated yield 76.3%. RXN SMILES: [N+:1]([C:4]1[CH:5]=[C:6]([C:10](=[O:18])[CH2:11][C:12]2[CH:17]=[CH:16][N:15]=[CH:14][CH:13]=2)[CH:7]=[CH:8][CH:9]=1)([O-:3])=[O:2].C(=O)([O-])[O-].[K+].[K+].[C:25](=[S:27])=[S:26].Br[CH2:29]Br>CS(C)=O.O>[S:26]1[CH2:29][S:27][C:25]1=[C:11]([C:12]1[CH:13]=[CH:14][N:15]=[CH:16][CH:17]=1)[C:10]([C:6]1[CH:7]=[CH:8][CH:9]=[C:4]([N+:1]([O-:3])=[O:2])[CH:5]=1)=[O:18] |f:1.2.3|. Reported procedure: To a solution of 1-(3-nitro-phenyl)-2-pyridin-4-yl-ethanone (5 g, 20.64 mmol) in dry DMSO (80 mL) under nitrogen atmosphere solid potassium carbonate (8.56 g, 61.92 mmol, 3 eq) was added at room temperature, followed by carbon disulfide (3.73 mL, 61.92 mmol, 3 eq) and dibromomethane (4.35 mL, 61.92 mmol, 3 eq). The reaction mixture was stirred at room temperature for 1 hour and then poured into stirred iced water (600 mL). The orange precipitate was filtered, washed with water and dried at 60° C... The reactants are C(CC)C1=NC2=C(N1CC1=CC=C(C=C1)C=1C(=CC=CC1)C(=O)OC(C)(C)C)C=C(C=C2C)C=2N=CN(C2)CCCCCC (tert.butyl 4'-[(2-n-propyl-4-methyl-6-(1-n-hexyl-imidazol-4-yl)-benzimidazol-1-yl)-methyl]-biphenyl-2-carboxylate), FC(C(=O)O)(F)F (trifluoroacetic acid). Solvent: C(Cl)Cl (methylene chloride). Yields the product C(CC)C1=NC2=C(N1CC1=CC=C(C=C1)C=1C(=CC=CC1)C(=O)O)C=C(C=C2C)C=2N=CN(C2)CCCCCC (4'-[(2-n-Propyl-4-methyl-6-(1-n-hexyl-imidazol-4-yl)-benzimidazol-1-yl)-methyl]-biphenyl-2-carboxylic acid). RXN SMILES: [CH2:1]([C:4]1[N:8]([CH2:9][C:10]2[CH:15]=[CH:14][C:13]([C:16]3[C:17]([C:22]([O:24]C(C)(C)C)=[O:23])=[CH:18][CH:19]=[CH:20][CH:21]=3)=[CH:12][CH:11]=2)[C:7]2[CH:29]=[C:30]([C:34]3[N:35]=[CH:36][N:37]([CH2:39][CH2:40][CH2:41][CH2:42][CH2:43][CH3:44])[CH:38]=3)[CH:31]=[C:32]([CH3:33])[C:6]=2[N:5]=1)[CH2:2][CH3:3].FC(F)(F)C(O)=O>C(Cl)Cl>[CH2:1]([C:4]1[N:8]([CH2:9][C:10]2[CH:15]=[CH:14][C:13]([C:16]3[C:17]([C:22]([OH:24])=[O:23])=[CH:18][CH:19]=[CH:20][CH:21]=3)=[CH:12][CH:11]=2)[C:7]2[CH:29]=[C:30]([C:34]3[N:35]=[CH:36][N:37]([CH2:39][CH2:40][CH2:41][CH2:42][CH2:43][CH3:44])[CH:38]=3)[CH:31]=[C:32]([CH3:33])[C:6]=2[N:5]=1)[CH2:2][CH3:3]. Procedure details: Prepared analogously to Example 88 from tert.butyl 4'-[(2-n-propyl-4-methyl-6-(1-n-hexyl-imidazol-4-yl)-benzimidazol-1-yl)-methyl]-biphenyl-2-carboxylate and trifluoroacetic acid in methylene chloride. Reactants: Cc1cc(C(=O)N2Cc3ccc(C(=O)O)n3Cc3ccccc32)ccc1-c1ccccc1C(F)(F)F, CCN=C=NCCCN(C)C, CN(C)C=O, CCOC(C)=O, CCN(C(C)C)C(C)C, Cl, NC(CO)(CO)CO, On1nnc2ccccc21. Product: Cc1cc(C(=O)N2Cc3ccc(C(=O)NC(CO)(CO)CO)n3Cc3ccccc32)ccc1-c1ccccc1C(F)(F)F. As a reaction SMILES: [CH3:1][c:2]1[c:3](-[c:27]2[c:28]([C:33]([F:34])([F:35])[F:36])[cH:29][cH:30][cH:31][cH:32]2)[cH:4][cH:5][c:6]([C:8](=[O:9])[N:10]2[CH2:11][c:12]3[n:13]([c:21]([C:24](=[O:25])[OH:26])[cH:22][cH:23]3)[CH2:14][c:15]3[c:16]2[cH:17][cH:18][cH:19][cH:20]3)[cH:7]1.[CH3:56][N:57]([CH3:58])[CH2:59][CH2:60][CH2:61][N:62]=[C:63]=[N:64][CH2:65][CH3:66].[CH3:76][N:77]([CH3:78])[CH:79]=[O:80].[CH3:81][CH2:82][O:83][C:84](=[O:85])[CH3:86].[CH:67]([N:68]([CH2:69][CH3:70])[CH:71]([CH3:72])[CH3:73])([CH3:74])[CH3:75].[ClH:55].[NH2:37][C:38]([CH2:39][OH:40])([CH2:41][OH:42])[CH2:43][OH:44].[OH:45][n:46]1[c:47]2[cH:48][cH:49][cH:50][cH:51][c:52]2[n:53][n:54]1>>[CH3:1][c:2]1[c:3](-[c:27]2[c:28]([C:33]([F:34])([F:35])[F:36])[cH:29][cH:30][cH:31][cH:32]2)[cH:4][cH:5][c:6]([C:8](=[O:9])[N:10]2[CH2:11][c:12]3[n:13]([c:21]([C:24](=[O:25])[NH:37][C:38]([CH2:39][OH:40])([CH2:41][OH:42])[CH2:43][OH:44])[cH:22][cH:23]3)[CH2:14][c:15]3[c:16]2[cH:17][cH:18][cH:19][cH:20]3)[cH:7]1.